This data is from the Open Reaction Database (ORD), a public repository of structured organic reaction records. The task is: describe an organic reaction: reactants, conditions, products, and yield The reactants are solution, C(CCC)[Li] (n-butyl lithium), C(C=C)N1N=NN=C1S (1-allyl-1H-tetrazole-5-thiol), C(=O)=O (carbon dioxide), O (water). Run in CCCCCC (hexane), O1CCCC1 (tetrahydrofuran), O1CCCC1 (tetrahydrofuran). Conditions: temperature -20 celsius, time 30 minute. The product is C(=O)(O)CC=CN1N=NN=C1S (1-(3-carboxy-1-propenyl)-1H-tetrazole-5-thiol). As a reaction SMILES: C([Li])CCC.[CH2:6]([N:9]1[C:13]([SH:14])=[N:12][N:11]=[N:10]1)[CH:7]=[CH2:8].[C:15](=[O:17])=[O:16].O>CCCCCC.O1CCCC1>[C:15]([CH2:8][CH:7]=[CH:6][N:9]1[C:13]([SH:14])=[N:12][N:11]=[N:10]1)([OH:17])=[O:16]. Reported procedure: 15% solution of n-butyl lithium in hexane (371 ml) was dissolved in dry tetrahydrofuran (150 ml) and cooled to -20° C. To the solution was added dropwise a solution of 1-allyl-1H-tetrazole-5-thiol (38.7 g) in tetrahydrofuran (220 ml) with stirring under a stream of nitrogen gas during a period of 30 minutes. After the addition of solid carbon dioxide, the mixture was stirred for 30 minutes at -10° C. To the mixture was added water (275 ml) and then the resulting mixture was stirred. The aqueous ... The reactants are ClC1=C(C=CC=C1)SC1=C(C=CC=C1)O (2-(2-chlorophenylthio)phenol), C(C=C)Br (allyl bromide), C([O-])([O-])=O.[K+].[K+] (potassium carbonate). Run in C(C(C)C)C(=O)C (methyl isobutyl ketone). Run at time 3 hour. Product: ClC1=C(C=CC=C1)SC1=C(C(=CC=C1)CC=C)O (2-(2-chlorophenylthio)-6-allylphenol). The yield is 83.5%. As a reaction SMILES: [Cl:1][C:2]1[CH:7]=[CH:6][CH:5]=[CH:4][C:3]=1[S:8][C:9]1[CH:14]=[CH:13][CH:12]=[CH:11][C:10]=1[OH:15].[CH2:16](Br)[CH:17]=[CH2:18].C(=O)([O-])[O-].[K+].[K+]>C(C(C)=O)C(C)C>[Cl:1][C:2]1[CH:7]=[CH:6][CH:5]=[CH:4][C:3]=1[S:8][C:9]1[CH:14]=[CH:13][CH:12]=[C:11]([CH2:18][CH:17]=[CH2:16])[C:10]=1[OH:15] |f:2.3.4|. Reported procedure: A mixture of 2-(2-chlorophenylthio)phenol (33 g), allyl bromide (25 g) and dried potassium carbonate (29 g) in methyl isobutyl ketone (200 ml) was refluxed under heating for 1.5 hours. After cooling to the ambient temperature, the reaction mixture was filtered, and the filtrate was evaporated under reduced pressure. The resultant oily residue was stirred at 230° C. for 3 hours and then distilled under reduced pressure to give oily 2-(2-chlorophenylthio)-6-allylphenol (32.2 g) bp 157°-162° C./0.7... Reported procedure: Following general procedure L and using 7-t-butyl-5-[(4-methoxy-phenyl)-amino]-3,3,6-trimethyl-2,3-dihydro-benzofuran (Compound 53, 0.13 g, 0.38 mmol), 1.6M solution of n-butyllithium in hexanes (0.5 mL, 0.8 mmol) and 2-iodopropane (0.5 mL, 5 mmol) in 2 mL of anhydrous tetrahydrofuran, the title compound (0.013 g, 8.9%) was obtained as a brown oil after separation from recovered 7-t-butyl-5-[(4-methoxy-phenyl)-amino]-3,3,6-trimethyl-2,3-dihydro-benzofuran (Compound 53, 0.07 g) by preparative nor... RXN SMILES: [C:1]([C:5]1[C:13]2[O:12][CH2:11][C:10]([CH3:15])([CH3:14])[C:9]=2[CH:8]=[C:7]([NH:16][C:17]2[CH:22]=[CH:21][C:20]([O:23][CH3:24])=[CH:19][CH:18]=2)[C:6]=1[CH3:25])([CH3:4])([CH3:3])[CH3:2].[CH2:26]([Li])[CH2:27][CH2:28]C.IC(C)C>O1CCCC1>[C:1]([C:5]1[C:13]2[O:12][CH2:11][C:10]([CH3:15])([CH3:14])[C:9]=2[CH:8]=[C:7]([N:16]([CH:27]([CH3:28])[CH3:26])[C:17]2[CH:22]=[CH:21][C:20]([O:23][CH3:24])=[CH:19][CH:18]=2)[C:6]=1[CH3:25])([CH3:2])([CH3:3])[CH3:4]. The product is C(C)(C)(C)C1=C(C(=CC=2C(COC21)(C)C)N(C2=CC=C(C=C2)OC)C(C)C)C (7-t-Butyl-5-[isopropyl-(4-methoxy-phenyl)-amino]-3,3,6-trimethyl-2,3-dihydro-benzofuran). Isolated yield 8.9%. Starting materials: hexanes, C(C)(C)(C)C1=C(C(=CC=2C(COC21)(C)C)NC2=CC=C(C=C2)OC)C (7-t-butyl-5-[(4-methoxy-phenyl)-amino]-3,3,6-trimethyl-2,3-dihydro-benzofuran), C(CCC)[Li] (n-butyllithium), C(C)(C)(C)C1=C(C(=CC=2C(COC21)(C)C)NC2=CC=C(C=C2)OC)C (7-t-butyl-5-[(4-methoxy-phenyl)-amino]-3,3,6-trimethyl-2,3-dihydro-benzofuran), solution, IC(C)C (2-iodopropane). Solvent: O1CCCC1 (tetrahydrofuran).